describe an organic reaction: reactants, conditions, products, and yield From a dataset of the Open Reaction Database (ORD), a public repository of structured organic reaction records. Reactants: ClC1=CC=C(C(=O)OC2CCN(CC2)CC2=CC=CC=C2)C=C1 (1-benzyl-piperidin-4-yl 4-chloro-benzoate). Solvent: O1CCOCC1 (dioxan). Reaction conditions: time 2 hour. The product is Cl.ClC1=CC=C(C(=O)OC2CCN(CC2)CC2=CC=CC=C2)C=C1 (1-benzyl-piperidin-4-yl 4-chloro-benzoate hydrochloride). The yield is 151.8%. Reaction SMILES: [Cl:1][C:2]1[CH:23]=[CH:22][C:5]([C:6]([O:8][CH:9]2[CH2:14][CH2:13][N:12]([CH2:15][C:16]3[CH:21]=[CH:20][CH:19]=[CH:18][CH:17]=3)[CH2:11][CH2:10]2)=[O:7])=[CH:4][CH:3]=1>O1CCOCC1>[ClH:1].[Cl:1][C:2]1[CH:23]=[CH:22][C:5]([C:6]([O:8][CH:9]2[CH2:14][CH2:13][N:12]([CH2:15][C:16]3[CH:17]=[CH:18][CH:19]=[CH:20][CH:21]=3)[CH2:11][CH2:10]2)=[O:7])=[CH:4][CH:3]=1 |f:2.3|. Reported procedure: 0.363 g (0.001 mol) of 1-benzyl-piperidin-4-yl 4-chloro-benzoate was dissolved in 30 ml of dioxan, filtered over a microfilter and treated with 10 ml of 0.1N HCI. The mixture was stirred for 2 hrs., the solvent was removed completely and the residue was dissolved in 40 ml of water and lyophilized. The lyophilizate was recrystallized from ether/ethanol. 0.278 g (74%) of 1-benzyl-piperidin-4-yl 4-chloro-benzoate hydrochloride (1:1) was obtained as white crystals; m.p. 207°-209°. The reactants are ClC1=NC=NC=2C=C(OC)C(OC)=CC12, IC1COC1. Reagents/catalysts: O=S(=O)(O)O, OO, [Fe].O=S(=O)(O)O.O. Solvent: O, O=S(C)C. Conditions: temperature 60 celsius, time 1 hour. Yields the product O=C1N=C(NC2=CC(OC)=C(OC)C=C12)C3COC3. The yield is 36.0%. Procedure: H2O2  (30%  in  H2O;  153  μL,  1.5  mmol)  was  added dropwise over 1-2 min to a stirred solution of 4-chloro-6,7-dimethoxyquinazoline 1j (112 mg, 0.5 mmol), concentrated H2SO4 (54 μL, 1.0 mmol), 3-iodooxetane (183 mg, 1.0 mmol) and iron(II) sulfate heptahydrate (42 mg, 0.15 mmol) in DMSO (5 mL) at 60 °C. After 1-2 min a further portion of iron(II) sulfate  heptahydrate  (42  mg,  0.15  mmol)  was  added  and  the  mixture  was  stirred  at  60  °C  for  30  min.  Further H2O2 (153 μL, 1.5 mmol...